This data is from the Open Reaction Database (ORD), a public repository of structured organic reaction records. The task is: describe an organic reaction: reactants, conditions, products, and yield Starting materials: BrCC(=O)C=1N=C(SC1C1=CC(=CC=C1)C(F)(F)F)NC(C1=C(C=CC=C1F)F)=O (N-(4-(2-Bromoacetyl)-5-(3-(trifluoromethyl)phenyl)thiazol-2-yl)-2,6-difluorobenzamide), C(C(=O)N)(=S)OCC (ethyl thiooxamate), FC1=C(C(=O)NC=2SC(=C(N2)C=2N=C(SC2)C)C2=CC(=CC=C2)C(F)(F)F)C(=CC=C1)F (2,6-Difluoro-N-(2′-methyl-5-(3-(trifluoromethyl)phenyl)-4,4′-bithiazol-2-yl)benzamide). Product: FC1=C(C(=O)NC=2SC(=C(N2)C=2N=C(SC2)C(=O)OCC)C2=CC(=CC=C2)C(F)(F)F)C(=CC=C1)F (Ethyl 2′-(2,6-difluorobenzamido)-5′-(3-(trifluoromethyl)phenyl)-4,4′-bithiazole-2-carboxylate). RXN SMILES: BrCC(C1N=C(NC(=O)C2C(F)=CC=CC=2F)SC=1C1C=CC=C(C(F)(F)F)C=1)=[O:4].[C:31]([O:36][CH2:37][CH3:38])(=S)[C:32]([NH2:34])=O.[F:39][C:40]1[CH:69]=[CH:68][CH:67]=[C:66]([F:70])[C:41]=1[C:42]([NH:44][C:45]1[S:46][C:47]([C:56]2[CH:61]=[CH:60][CH:59]=[C:58]([C:62]([F:65])([F:64])[F:63])[CH:57]=2)=[C:48]([C:50]2N=C(C)[S:53][CH:54]=2)[N:49]=1)=[O:43]>>[F:39][C:40]1[CH:69]=[CH:68][CH:67]=[C:66]([F:70])[C:41]=1[C:42]([NH:44][C:45]1[S:46][C:47]([C:56]2[CH:61]=[CH:60][CH:59]=[C:58]([C:62]([F:65])([F:64])[F:63])[CH:57]=2)=[C:48]([C:50]2[N:34]=[C:32]([C:31]([O:36][CH2:37][CH3:38])=[O:4])[S:53][CH:54]=2)[N:49]=1)=[O:43]. Procedure details: Compound 88 was prepared from Compound 85 and ethyl thiooxamate similarly as described for the preparation of Compound 86. The reactants are N1CCCCC1 (piperidine), NC1=C(C=CC=C1N)O (2,3-diaminophenol), C(C1=CC(=CC=C1)OC)=O (m-anisaldehyde), C(CC#N)#N (malononitrile). The solvent is C(C)O (ethanol), O (water). Conditions: time 2 hour. The product is C(#N)C1=C(OC2=C(C(=CC=C2C1C1=CC(=CC=C1)OC)N)N)N (3-Cyano-2,7,8-triamino-4-(3-methoxyphenyl)-4H-chromene). Yield: 87.6%. As a reaction SMILES: [CH:1](=O)[C:2]1[CH:7]=[CH:6][CH:5]=[C:4]([O:8][CH3:9])[CH:3]=1.[C:11](#[N:15])[CH2:12][C:13]#[N:14].N1CCCCC1.[NH2:22][C:23]1[C:28]([NH2:29])=[CH:27][CH:26]=[CH:25][C:24]=1[OH:30]>C(O)C.O>[C:13]([C:12]1[CH:1]([C:2]2[CH:7]=[CH:6][CH:5]=[C:4]([O:8][CH3:9])[CH:3]=2)[C:25]2[C:24](=[C:23]([NH2:22])[C:28]([NH2:29])=[CH:27][CH:26]=2)[O:30][C:11]=1[NH2:15])#[N:14]. Procedure: To a mixture of m-anisaldehyde (544 mg, 4.0 mmol) and malononitrile (264 mg, 4.0 mmol) in ethanol (10 mL) was added piperidine (0.4 mL) and 2,3-diaminophenol (496 mg, 4.0 mmol). The mixture was stirred at room temperature under argon for 2 h, then it was diluted with water (20 mL). The precipitate was filtered to yield 1.08 g (88%) of the title compound as a brown solid. 1H NMR (CD3OD): 8.02 (s, 1H), 7.05 (t, J=7.8 Hz, 1H), 6.58–6.66 (m, 3H), 6.30 (d, J=7.8 Hz, 1H), 6.08 (d, J=7.8 Hz, 1H), 4.41 ... Yield: 85.0%. Yields the product S(=O)(=O)(C1=CC=C(C)C=C1)N1C=C(C2=CC=CC=C12)C=O (N-tosyl-indole-3-carboxaldehyde). The reactants are N1C=C(C2=CC=CC=C12)C=O (indole-3-carboxaldehyde), S(=O)(=O)(C1=CC=C(C)C=C1)Cl (tosyl chloride). The solvent is C(C)N(CC)CC (triethylamine). Procedure details: To a 25 mL round bottom flask containing a solution of crude indole-3-carboxaldehyde (4.5 mmol) in 10 mL of triethylamine was added 1.3 g (6.7 mmol) of tosyl chloride. The reaction mixture was heated to 95° C. for 4 h. The reaction mixture was quenched by pouring into 10 mL of ice water and filtered. The solid was washed with water (3×10 mL), triterated with ether (25 mL), and dried in vacuo to give N-tosyl-indole-3-carboxaldehyde (85-90% yield). Reaction conditions: temperature 95 celsius. RXN SMILES: [NH:1]1[C:9]2[C:4](=[CH:5][CH:6]=[CH:7][CH:8]=2)[C:3]([CH:10]=[O:11])=[CH:2]1.[S:12](Cl)([C:15]1[CH:21]=[CH:20][C:18]([CH3:19])=[CH:17][CH:16]=1)(=[O:14])=[O:13]>C(N(CC)CC)C>[S:12]([N:1]1[C:9]2[C:4](=[CH:5][CH:6]=[CH:7][CH:8]=2)[C:3]([CH:10]=[O:11])=[CH:2]1)([C:15]1[CH:21]=[CH:20][C:18]([CH3:19])=[CH:17][CH:16]=1)(=[O:14])=[O:13]. Reported procedure: Following the procedure described for Intermediate 6 with 4-bromo-1H-pyrrolo[2,3-b]pyridine and 1-{[4-(methyloxy)phenyl]methyl}-3-(4-nitrophenyl)-4-(4,4,5,5-tetramethyl-1,3,2-dioxaborolan-2-yl)-1H-pyrazole provided the title compound. ESMS [M+H]+: 426.2 Starting materials: Intermediate 6, BrC1=C2C(=NC=C1)NC=C2 (4-bromo-1H-pyrrolo[2,3-b]pyridine), COC1=CC=C(C=C1)CN1N=C(C(=C1)B1OC(C(O1)(C)C)(C)C)C1=CC=C(C=C1)[N+](=O)[O-] (1-{[4-(methyloxy)phenyl]methyl}-3-(4-nitrophenyl)-4-(4,4,5,5-tetramethyl-1,3,2-dioxaborolan-2-yl)-1H-pyrazole). Reaction SMILES: Br[C:2]1[CH:7]=[CH:6][N:5]=[C:4]2[NH:8][CH:9]=[CH:10][C:3]=12.[CH3:11][O:12][C:13]1[CH:18]=[CH:17][C:16]([CH2:19][N:20]2[CH:24]=[C:23](B3OC(C)(C)C(C)(C)O3)[C:22]([C:34]3[CH:39]=[CH:38][C:37]([N+:40]([O-:42])=[O:41])=[CH:36][CH:35]=3)=[N:21]2)=[CH:15][CH:14]=1>>[CH3:11][O:12][C:13]1[CH:18]=[CH:17][C:16]([CH2:19][N:20]2[CH:24]=[C:23]([C:2]3[CH:7]=[CH:6][N:5]=[C:4]4[NH:8][CH:9]=[CH:10][C:3]=34)[C:22]([C:34]3[CH:39]=[CH:38][C:37]([N+:40]([O-:42])=[O:41])=[CH:36][CH:35]=3)=[N:21]2)=[CH:15][CH:14]=1. Product: COC1=CC=C(C=C1)CN1N=C(C(=C1)C1=C2C(=NC=C1)NC=C2)C2=CC=C(C=C2)[N+](=O)[O-] (4-[1-{[4-(methyloxy)phenyl]methyl}-3-(4-nitrophenyl)-1H-pyrazol-4-yl]-1H-pyrrolo[2,3-b]pyridine). Starting materials: CCBr, CI, CN1CCC(c2ccc(Cl)cc2)CC1, [Cu]I, [Mg], [Na+], [OH-]. The product is CCc1ccc(C2CCN(C)CC2)cc1. As a reaction SMILES: [CH2:18]([CH3:19])[Br:20].[CH3:1][I:2].[Cl:4][c:5]1[cH:6][cH:7][c:8]([CH:11]2[CH2:12][CH2:13][N:14]([CH3:17])[CH2:15][CH2:16]2)[cH:9][cH:10]1.[Cu:21][I:22].[Mg:3].[Na+:24].[OH-:23]>>[c:5]1([CH2:18][CH3:19])[cH:6][cH:7][c:8]([CH:11]2[CH2:12][CH2:13][N:14]([CH3:17])[CH2:15][CH2:16]2)[cH:9][cH:10]1.